This data is from the Open Reaction Database (ORD), a public repository of structured organic reaction records. The task is: describe an organic reaction: reactants, conditions, products, and yield The reactants are ClC1=C(C(=NS1)Cl)Cl (Trichloroisothiazole), FC(S(=O)(=O)OCCCCCCCC)(F)F (n-octyl trifluoromethane sulfonate), CCOCC (ether). Solvent: C(=O)=O.CC(=O)C (dry ice acetone). The product is FC(S(=O)(=O)[O-])(F)F.C(CCCCCCC)[N+]=1SC(=C(C1Cl)Cl)Cl (2-Octyl-3,4,5-trichloroisothiazolium trifluoromethane sulfonate). Isolated yield 31.0%. As a reaction SMILES: [Cl:1][C:2]1[S:6][N:5]=[C:4]([Cl:7])[C:3]=1[Cl:8].[F:9][C:10]([F:24])([F:23])[S:11]([O:14][CH2:15][CH2:16][CH2:17][CH2:18][CH2:19][CH2:20][CH2:21][CH3:22])(=[O:13])=[O:12].CCOCC>C(=O)=O.CC(C)=O>[F:9][C:10]([F:24])([F:23])[S:11]([O-:14])(=[O:13])=[O:12].[CH2:15]([N+:5]1[S:6][C:2]([Cl:1])=[C:3]([Cl:8])[C:4]=1[Cl:7])[CH2:16][CH2:17][CH2:18][CH2:19][CH2:20][CH2:21][CH3:22] |f:3.4,5.6|. Procedure details: Trichloroisothiazole (6.6 g, 0.035 mol) and n-octyl trifluoromethane sulfonate (7.5 g, 0.0286 mol) were heated at 110° for 2 hrs. After cooling, 150 ml of ether was added and solution cooled in dry ice/acetone bath. The ether was decanted and the brown oil dried to yield 4.0 g (31%) of product. Spectral data (NMR & IR) were consistent with the assigned structure. Starting materials: CCN(C(C)C)C(C)C, Nc1ccccc1OCc1cc(Cl)cc2c1OCOC2, O=C(Cl)C(Cl)(Cl)Cl, C1CCOC1. RXN SMILES: [CH:21]([N:22]([CH2:23][CH3:24])[CH:25]([CH3:26])[CH3:27])([CH3:28])[CH3:29].[Cl:1][c:2]1[cH:3][c:4]([CH2:12][O:13][c:14]2[c:15]([NH2:20])[cH:16][cH:17][cH:18][cH:19]2)[c:5]2[c:6]([cH:11]1)[CH2:7][O:8][CH2:9][O:10]2.[Cl:30][C:31]([C:32](=[O:33])[Cl:34])([Cl:35])[Cl:36].[O:37]1[CH2:38][CH2:39][CH2:40][CH2:41]1>>[Cl:1][c:2]1[cH:3][c:4]([CH2:12][O:13][c:14]2[c:15]([NH:20][C:32]([C:31]([Cl:30])([Cl:35])[Cl:36])=[O:33])[cH:16][cH:17][cH:18][cH:19]2)[c:5]2[c:6]([cH:11]1)[CH2:7][O:8][CH2:9][O:10]2. Yields the product O=C(Nc1ccccc1OCc1cc(Cl)cc2c1OCOC2)C(Cl)(Cl)Cl. Starting materials: CCOC(=O)CC(=O)Nc1cc(Br)c(Oc2cc(C=O)c(O)c(C(C)C)c2)c(Br)c1C, C1CCOC1, Cl, [Li+], [OH-]. Product: Cc1c(NC(=O)CC(=O)O)cc(Br)c(Oc2cc(C=O)c(O)c(C(C)C)c2)c1Br. As a reaction SMILES: [CH2:1]([CH3:2])[O:3][C:4]([CH2:5][C:6](=[O:7])[NH:8][c:9]1[c:10]([CH3:30])[c:11]([Br:29])[c:12]([O:16][c:17]2[cH:18][c:19]([CH:27]=[O:28])[c:20]([OH:26])[c:21]([CH:23]([CH3:24])[CH3:25])[cH:22]2)[c:13]([Br:15])[cH:14]1)=[O:31].[CH2:35]1[O:36][CH2:37][CH2:38][CH2:39]1.[ClH:34].[Li+:33].[OH-:32]>>[O:3]=[C:4]([CH2:5][C:6](=[O:7])[NH:8][c:9]1[c:10]([CH3:30])[c:11]([Br:29])[c:12]([O:16][c:17]2[cH:18][c:19]([CH:27]=[O:28])[c:20]([OH:26])[c:21]([CH:23]([CH3:24])[CH3:25])[cH:22]2)[c:13]([Br:15])[cH:14]1)[OH:31].